From a dataset of the Open Reaction Database (ORD), a public repository of structured organic reaction records. describe an organic reaction: reactants, conditions, products, and yield Starting materials: COC(=O)c1ccccc1CBr, CCOC(C)=O, Cc1ccccc1, CCCCCC, NCC1CCCCC1, [K+], [K+], O=C([O-])[O-]. Product: O=C1c2ccccc2CN1CC1CCCCC1. RXN SMILES: [CH3:1][O:2][C:3]([c:4]1[c:5]([CH2:10][Br:11])[cH:6][cH:7][cH:8][cH:9]1)=[O:12].[CH3:27][CH2:28][O:29][C:30](=[O:31])[CH3:32].[CH3:33][c:34]1[cH:35][cH:36][cH:37][cH:38][cH:39]1.[CH3:40][CH2:41][CH2:42][CH2:43][CH2:44][CH3:45].[CH:13]1([CH2:19][NH2:20])[CH2:14][CH2:15][CH2:16][CH2:17][CH2:18]1.[K+:21].[K+:22].[O-:23][C:24]([O-:25])=[O:26]>>[C:3]1(=[O:12])[c:4]2[c:5]([cH:6][cH:7][cH:8][cH:9]2)[CH2:10][N:20]1[CH2:19][CH:13]1[CH2:14][CH2:15][CH2:16][CH2:17][CH2:18]1.